From a dataset of the Open Reaction Database (ORD), a public repository of structured organic reaction records. describe an organic reaction: reactants, conditions, products, and yield The reactants are NC1=NC(=NC(=C1N(C(OC)=O)C)N)C1=NN(C(=C1)C=1OC=CN1)CC1=C(C=CC=C1)F (methyl 4,6-diamino-2-(1-(2-fluorobenzyl)-5-(oxazol-2-yl)-1H-pyrazol-3-yl)pyrimidin-5-yl(methyl)carbamate), [H-].[Na+] (sodium hydride), crude material. The solvent is O (water), CN(C)C=O (DMF), O (Water), CCOCC (ether). Conditions: time 45 minute. Product: NC1=C2N(C(NC2=NC(=N1)C1=NN(C(=C1)C=1OC=CN1)CC1=C(C=CC=C1)F)=O)C (6-amino-2-(1-(2-fluorobenzyl)-5-(oxazol-2-yl)-1H-pyrazol-3-yl)-7-methyl-7H-purin-8(9H)-one). The yield is 68.4%. RXN SMILES: [NH2:1][C:2]1[C:7]([N:8]([CH3:13])[C:9](=O)[O:10]C)=[C:6]([NH2:14])[N:5]=[C:4]([C:15]2[CH:19]=[C:18]([C:20]3[O:21][CH:22]=[CH:23][N:24]=3)[N:17]([CH2:25][C:26]3[CH:31]=[CH:30][CH:29]=[CH:28][C:27]=3[F:32])[N:16]=2)[N:3]=1.[H-].[Na+]>CN(C=O)C.O.CCOCC>[NH2:1][C:2]1[N:3]=[C:4]([C:15]2[CH:19]=[C:18]([C:20]3[O:21][CH:22]=[CH:23][N:24]=3)[N:17]([CH2:25][C:26]3[CH:31]=[CH:30][CH:29]=[CH:28][C:27]=3[F:32])[N:16]=2)[N:5]=[C:6]2[C:7]=1[N:8]([CH3:13])[C:9](=[O:10])[NH:14]2 |f:1.2|. Reported procedure: To a solution of methyl 4,6-diamino-2-(1-(2-fluorobenzyl)-5-(oxazol-2-yl)-1H-pyrazol-3-yl)pyrimidin-5-yl(methyl)carbamate (82 mg, 0.19 mmol) in DMF (3.7 mL) at 0° C. was added sodium hydride (60% dispersion in mineral oil, 15 mg, 0.37 mmol). The solution was immediately warmed to ambient temperature and stirred for 45 min. Water (3 mL) was added, and after stirring for 5 minutes, the crude reaction mixture was diluted with ethyl acetete (100 mL) and water (75 mL) and the layers were separated. T... The reactants are C(C=CC)C(C(=O)OCC)C(C1=CC(=CC=C1)[N+](=O)[O-])=O (ethyl α-(2-butenyl)-3-nitro-β-oxobenzenepropanoate). The reagents and catalysts are [Pd].[O-]S(=O)(=O)[O-].[Ba+2] (Pd BaSO4). Run in O1CCOCC1 (1,4-dioxane). The product is NC=1C=C(C=CC1)C(C(C(=O)OCC)CCCC)=O (ethyl 3-amino-α-butyl-β-oxobenzenepropionate). The yield is 65.2%. As a reaction SMILES: [CH2:1]([CH:5]([C:11](=[O:21])[C:12]1[CH:17]=[CH:16][CH:15]=[C:14]([N+:18]([O-])=O)[CH:13]=1)[C:6]([O:8][CH2:9][CH3:10])=[O:7])[CH:2]=[CH:3][CH3:4]>O1CCOCC1.[Pd].[O-]S([O-])(=O)=O.[Ba+2]>[NH2:18][C:14]1[CH:13]=[C:12]([C:11](=[O:21])[CH:5]([CH2:1][CH2:2][CH2:3][CH3:4])[C:6]([O:8][CH2:9][CH3:10])=[O:7])[CH:17]=[CH:16][CH:15]=1 |f:2.3.4|. Procedure: A solution of ethyl α-(2-butenyl)-3-nitro-β-oxobenzenepropanoate (411 mg, 1.41 mmol) in 1,4-dioxane (12 mL) was stirred at 25° for 8.5 h under a hydrogen atmosphere (1 atm) in presence of Pd/BaSO4 (225 mg+150 mg added after 5.5 h). The suspension was filtered (50μ filter) and the filtrate was concentrated under reduced pressure. The residue was purified by flash chromatography (40-63μ silica gel, hexane:EtOAc, 3:1) to give ethyl 3-amino-α-butyl-β-oxobenzenepropionate (242 mg, 65% yield):